Dataset: the Open Reaction Database (ORD), a public repository of structured organic reaction records. Task: describe an organic reaction: reactants, conditions, products, and yield Starting materials: COc1cccc(C)c1 (substrate), Cc1ccc([Mg]Br)cc1 (effective_coupling_partner). The reagents and catalysts are C1-CDC. Conditions: temperature 60 celsius, time 4 hour. The product is Cc2ccc(c1cccc(C)c1)cc2.